From a dataset of the Open Reaction Database (ORD), a public repository of structured organic reaction records. describe an organic reaction: reactants, conditions, products, and yield Yields the product CCCCCCCCCCCCNC(=O)c1cccc2c1NC(=O)C2=O. As a reaction SMILES: [CH2:15]([CH2:16][CH2:17][CH2:18][CH2:19][CH2:20][CH2:21][CH2:22][CH2:23][CH2:24][CH2:25][CH3:26])[NH2:27].[CH3:28][CH2:29][N:30]=[C:31]=[N:32][CH2:33][CH2:34][CH2:35][N:36]([CH3:37])[CH3:38].[ClH:39].[O:1]=[C:2]1[NH:3][c:4]2[c:5]([C:12](=[O:13])[OH:14])[cH:6][cH:7][cH:8][c:9]2[C:10]1=[O:11].[O:50]=[CH:51][N:52]([CH3:53])[CH3:54].[OH:40][n:41]1[c:42]2[c:43]([cH:44][cH:45][cH:46][cH:47]2)[n:48][n:49]1>>[O:1]=[C:2]1[NH:3][c:4]2[c:5]([C:12](=[O:14])[NH:27][CH2:15][CH2:16][CH2:17][CH2:18][CH2:19][CH2:20][CH2:21][CH2:22][CH2:23][CH2:24][CH2:25][CH3:26])[cH:6][cH:7][cH:8][c:9]2[C:10]1=[O:11]. Reactants: CCCCCCCCCCCCN, CCN=C=NCCCN(C)C, Cl, O=C1Nc2c(C(=O)O)cccc2C1=O, CN(C)C=O, On1nnc2ccccc21. Starting materials: COC1=CC=C(C=C1)C=1C=NC(=NC1)N1CCN(CC1)S(=O)(=O)C1(CCOCC1)C(=O)OC(C)(C)C (tert-butyl 4-({4-[5-(4-methoxyphenyl)pyrimidin-2-yl]piperazin-1-yl}sulfonyl)tetrahydro-2H-pyran-4-carboxyate), ON1N=NC2=C1C=CC=C2 (N-hydroxybenzotriazole), CN1CCOCC1 (4-methylmorpholine), O1C(CCCC1)ON (O-tetrahydro-2H-pyran-2-yl-hydroxyamine), Cl.CN(CCCN=C=NCC)C (1-(3-dimethylaminopropyl)-3-ethylcarbodiimide hydrochloride). The solvent is CN(C)C=O (DMF). The product is CO.C(C)(=O)[O-] (methanol acetate), Cl.ONC(=O)C1(CCOCC1)S(=O)(=O)N1CCN(CC1)C1=NC=C(C=N1)C1=CC=C(C=C1)OC (N-hydroxy-4-({4-[5-(4-methoxyphenyl)pyrimidin-2-yl]piperazin-1-yl}sulfonyl)tetrahydro-2H-pyran-4-carboxamide hydrochloride), solid. The yield is 39.0%. As a reaction SMILES: [CH3:1][O:2][C:3]1[CH:8]=[CH:7][C:6]([C:9]2[CH:10]=[N:11][C:12]([N:15]3[CH2:20][CH2:19][N:18]([S:21]([C:24]4([C:30]([O:32]C(C)(C)C)=[O:31])[CH2:29][CH2:28][O:27][CH2:26][CH2:25]4)(=[O:23])=[O:22])[CH2:17][CH2:16]3)=[N:13][CH:14]=2)=[CH:5][CH:4]=1.[OH:37][N:38]1C2C=CC=CC=2N=N1.CN1CCOCC1.O1CCCCC1ON.[ClH:62].CN(C)CCCN=C=NCC>CN(C=O)C>[CH3:1][OH:2].[C:30]([O-:32])(=[O:31])[CH3:24].[ClH:62].[OH:37][NH:38][C:30]([C:24]1([S:21]([N:18]2[CH2:17][CH2:16][N:15]([C:12]3[N:13]=[CH:14][C:9]([C:6]4[CH:7]=[CH:8][C:3]([O:2][CH3:1])=[CH:4][CH:5]=4)=[CH:10][N:11]=3)[CH2:20][CH2:19]2)(=[O:23])=[O:22])[CH2:25][CH2:26][O:27][CH2:28][CH2:29]1)=[O:31] |f:4.5,7.8,9.10|. Reported procedure: A solution of the tert-butyl 4-({4-[5-(4-methoxyphenyl)pyrimidin-2-yl]piperazin-1-yl}sulfonyl)tetrahydro-2H-pyran-4-carboxyate acid trifluoroacetate product from Part C (266 mg, 0.57 mmol), N-hydroxybenzotriazole (97.2 mg, 0.72 mmol), 4-methylmorpholine (0.20 mL, 1.8 mmol), O-tetrahydro-2H-pyran-2-yl-hydroxyamine (105 mg, 0.9 mmol), and 1-(3-dimethylaminopropyl)-3-ethylcarbodiimide hydrochloride (161 mg, 0.84 mmol) in DMF (11 mL) was stirred at ambient temperature under an argon atmosphere for 1... Starting materials: C1COCCO1, CC(C)(C)OC(=O)N(CCc1ccc(-c2ccc(C(=O)NS(C)(=O)=O)c(OC3CCCCC3)c2)cc1)CC(O)c1ccccc1, Cl. Yields the product CS(=O)(=O)NC(=O)c1ccc(-c2ccc(CCNCC(O)c3ccccc3)cc2)cc1OC1CCCCC1, Cl. Reaction SMILES: [CH2:47]1[O:48][CH2:49][CH2:50][O:51][CH2:52]1.[CH:1]1([O:7][c:8]2[cH:9][c:10](-[c:21]3[cH:22][cH:23][c:24]([CH2:27][CH2:28][N:29]([C:30](=[O:31])[O:32][C:33]([CH3:34])([CH3:35])[CH3:36])[CH2:37][CH:38]([c:39]4[cH:40][cH:41][cH:42][cH:43][cH:44]4)[OH:45])[cH:25][cH:26]3)[cH:11][cH:12][c:13]2[C:14](=[O:15])[NH:16][S:17](=[O:18])(=[O:19])[CH3:20])[CH2:2][CH2:3][CH2:4][CH2:5][CH2:6]1.[ClH:46]>>[CH:1]1([O:7][c:8]2[cH:9][c:10](-[c:21]3[cH:22][cH:23][c:24]([CH2:27][CH2:28][NH:29][CH2:37][CH:38]([c:39]4[cH:40][cH:41][cH:42][cH:43][cH:44]4)[OH:45])[cH:25][cH:26]3)[cH:11][cH:12][c:13]2[C:14](=[O:15])[NH:16][S:17](=[O:18])(=[O:19])[CH3:20])[CH2:2][CH2:3][CH2:4][CH2:5][CH2:6]1.[ClH:46]. Starting materials: Cl (HCl), C(C)OC(C1=CC(=CC=C1)OC1=C(C=C(C=C1)F)[N+](=O)[O-])=O (3-(4-Fluoro-2-nitro-phenoxy)-benzoic acid ethyl ester), C1CCOC1.O (THF H2O), O.[OH-].[Li+] (Lithium hydroxide monohydrate). Run in O (water). Reaction conditions: temperature 60 celsius. Yields the product FC1=CC(=C(OC=2C=C(C(=O)O)C=CC2)C=C1)[N+](=O)[O-] (3-(4-Fluoro-2-nitro-phenoxy)-benzoic acid). Yield: 97.5%. As a reaction SMILES: C([O:3][C:4](=[O:22])[C:5]1[CH:10]=[CH:9][CH:8]=[C:7]([O:11][C:12]2[CH:17]=[CH:16][C:15]([F:18])=[CH:14][C:13]=2[N+:19]([O-:21])=[O:20])[CH:6]=1)C.C1COCC1.O.O.[OH-].[Li+].Cl>O>[F:18][C:15]1[CH:16]=[CH:17][C:12]([O:11][C:7]2[CH:6]=[C:5]([CH:10]=[CH:9][CH:8]=2)[C:4]([OH:22])=[O:3])=[C:13]([N+:19]([O-:21])=[O:20])[CH:14]=1 |f:1.2,3.4.5|. Procedure: The product from Example 181a (3.0 g, 9.8 mmol) was added to a solution of THF/H2O (5:1). Lithium hydroxide monohydrate (0.82 g, 19.5 mmol) was added in one portion. The solution was warmed to 60° C. for 2 h. The reaction was cooled. Distilled water was added. The pH was adjusted to 4.0 with 10% HCl. The mixture was extracted with ethyl acetate. The combined organic phases were washed with water, saturated NaHCO3, water, brine, and dried over sodium sulfate, filtered and concentrated under vacuu... Starting materials: CC(C)CCO, CNS(=O)(=O)Cc1ccc(N)cc1, CO, COc1ccc2nc(Cl)nc(Nc3ccccc3)c2c1, COc1cccc2c(Nc3ccccc3)nc(Cl)nc12. Yields the product CNS(=O)(=O)Cc1ccc(Nc2nc(Nc3ccccc3)c3cc(OC)ccc3n2)cc1. RXN SMILES: [CH2:54]([OH:55])[CH2:56][CH:57]([CH3:58])[CH3:59].[CH3:21][NH:22][S:23](=[O:24])(=[O:25])[CH2:26][c:27]1[cH:28][cH:29][c:30]([NH2:33])[cH:31][cH:32]1.[CH3:60][OH:61].[Cl:1][c:2]1[n:3][c:4]2[cH:5][cH:6][c:7]([O:19][CH3:20])[cH:8][c:9]2[c:10]([NH:12][c:13]2[cH:14][cH:15][cH:16][cH:17][cH:18]2)[n:11]1.[Cl:34][c:35]1[n:36][c:37]([NH:38][c:39]2[cH:40][cH:41][cH:42][cH:43][cH:44]2)[c:45]2[c:46]([c:47]([O:48][CH3:49])[cH:50][cH:51][cH:52]2)[n:53]1>>[c:2]1([NH:33][c:30]2[cH:29][cH:28][c:27]([CH2:26][S:23]([NH:22][CH3:21])(=[O:24])=[O:25])[cH:32][cH:31]2)[n:3][c:4]2[cH:5][cH:6][c:7]([O:19][CH3:20])[cH:8][c:9]2[c:10]([NH:12][c:13]2[cH:14][cH:15][cH:16][cH:17][cH:18]2)[n:11]1. The reactants are CCN(CC)S(F)(F)F, COC(=O)C1CC(O)CN1C(=O)c1ccccc1, ClCCl, c1ccncc1. Yields the product COC(=O)C1CC(F)CN1C(=O)c1ccccc1. As a reaction SMILES: [CH2:19]([N:20]([S:21]([F:22])([F:23])[F:25])[CH2:24][CH3:26])[CH3:27].[CH3:1][O:2][C:3]([CH:4]1[N:5]([C:10]([c:11]2[cH:12][cH:13][cH:14][cH:15][cH:16]2)=[O:17])[CH2:6][CH:7]([OH:9])[CH2:8]1)=[O:18].[Cl:34][CH2:35][Cl:36].[cH:28]1[cH:29][cH:30][n:31][cH:32][cH:33]1>>[CH3:1][O:2][C:3]([CH:4]1[N:5]([C:10]([c:11]2[cH:12][cH:13][cH:14][cH:15][cH:16]2)=[O:17])[CH2:6][CH:7]([F:25])[CH2:8]1)=[O:18]. Reactants: CN(CCNC1=NC2=CC(=C(C=C2C(=N1)NC1CCNCC1)OC)OC)C (N2-(2-(Dimethylamino)ethyl)-6,7-dimethoxy-N4-(piperidin-4-yl)quinazoline-2,4-diamine), C(C)N(CCOC1=C(C=O)C(=CC=C1)N(C)C)CC (2-(2-(Diethylamino)ethoxy)-6-(dimethylamino)benzaldehyde), AGN-221250. Yields the product C(C)N(CCOC1=C(CN2CCC(CC2)NC2=NC(=NC3=CC(=C(C=C23)OC)OC)NCCN(C)C)C(=CC=C1)N(C)C)CC (N˜4˜-(1-{2-[2-(Diethylamino)ethoxy]-6-(dimethylamino)benzyl}piperidin-4-yl)-N˜2˜-[2-(dimethylamino)ethyl]-6,7-dimethoxyquinazoline-2,4-diamine). As a reaction SMILES: [CH3:1][N:2]([CH3:27])[CH2:3][CH2:4][NH:5][C:6]1[N:15]=[C:14]([NH:16][CH:17]2[CH2:22][CH2:21][NH:20][CH2:19][CH2:18]2)[C:13]2[C:8](=[CH:9][C:10]([O:25][CH3:26])=[C:11]([O:23][CH3:24])[CH:12]=2)[N:7]=1.[CH2:28]([N:30]([CH2:45][CH3:46])[CH2:31][CH2:32][O:33][C:34]1[CH:41]=[CH:40][CH:39]=[C:38]([N:42]([CH3:44])[CH3:43])[C:35]=1[CH:36]=O)[CH3:29]>>[CH2:45]([N:30]([CH2:28][CH3:29])[CH2:31][CH2:32][O:33][C:34]1[CH:41]=[CH:40][CH:39]=[C:38]([N:42]([CH3:43])[CH3:44])[C:35]=1[CH2:36][N:20]1[CH2:21][CH2:22][CH:17]([NH:16][C:14]2[C:13]3[C:8](=[CH:9][C:10]([O:25][CH3:26])=[C:11]([O:23][CH3:24])[CH:12]=3)[N:7]=[C:6]([NH:5][CH2:4][CH2:3][N:2]([CH3:1])[CH3:27])[N:15]=2)[CH2:18][CH2:19]1)[CH3:46]. Procedure details: Following General Procedure H, Compound 185 (34.6 mg, 0.093 mmol) and Compound 188 (58.2 mg, 0.22 mmol) were converted into the final product AGN-221250 as a yellow solid. Starting materials: CCN(CC)C(=O)CC1CC(CC#N)OC(C)(C)O1, CO, [H][H], N. Yields the product CCN(CC)C(=O)CC1CC(CCN)OC(C)(C)O1. As a reaction SMILES: [C:1](#[N:2])[CH2:3][CH:4]1[CH2:5][CH:6]([CH2:12][C:13](=[O:14])[N:15]([CH2:16][CH3:17])[CH2:18][CH3:19])[O:7][C:8]([CH3:10])([CH3:11])[O:9]1.[CH3:23][OH:24].[H:21][H:22].[NH3:20]>>[CH2:1]([NH2:2])[CH2:3][CH:4]1[CH2:5][CH:6]([CH2:12][C:13](=[O:14])[N:15]([CH2:16][CH3:17])[CH2:18][CH3:19])[O:7][C:8]([CH3:10])([CH3:11])[O:9]1. Starting materials: COC(C(CC1=CC=C(C=C1)C(O[SiH2]C(C)(C)C)(C)C)SCCC1=CC=C(C=C1)F)=O (3-[4-(tert-butyl-dimethyl-silanyloxy-methyl)-phenyl]-2-[2-(4-fluoro-phenyl)-ethylsulfanyl]-propionic acid methyl ester), ClC(COC(C(CC1=CC=C(C=C1)CCCO)Cl)=O)(Cl)Cl (2-chloro-3-[4-(3-hydroxy-propyl)-phenyl]-propionic acid 2,2,2-trichloro-ethyl ester), FC1=CC=C(C=C1)CCS (2-(4-fluoro-phenyl)-ethanethiol). Yields the product ClC(COC(C(CC1=CC=C(C=C1)CCCO)SCCC1=CC=C(C=C1)F)=O)(Cl)Cl (2-[2-(4-Fluoro-phenyl)-ethylsulfanyl]-3-[4-(3-hydroxy-propyl)-phenyl]-propionic acid 2,2,2-trichloro-ethyl ester), oil. Isolated yield 9.6%. As a reaction SMILES: [Cl:1][C:2]([Cl:21])([Cl:20])[CH2:3][O:4][C:5](=[O:19])[CH:6](Cl)[CH2:7][C:8]1[CH:13]=[CH:12][C:11]([CH2:14][CH2:15][CH2:16][OH:17])=[CH:10][CH:9]=1.[F:22][C:23]1[CH:28]=[CH:27][C:26]([CH2:29][CH2:30][SH:31])=[CH:25][CH:24]=1.COC(=O)C(SCCC1C=CC(F)=CC=1)CC1C=CC(C(C)(C)O[SiH2]C(C)(C)C)=CC=1>>[Cl:1][C:2]([Cl:21])([Cl:20])[CH2:3][O:4][C:5](=[O:19])[CH:6]([S:31][CH2:30][CH2:29][C:26]1[CH:27]=[CH:28][C:23]([F:22])=[CH:24][CH:25]=1)[CH2:7][C:8]1[CH:13]=[CH:12][C:11]([CH2:14][CH2:15][CH2:16][OH:17])=[CH:10][CH:9]=1. Reported procedure: The title compound was prepared from 2-chloro-3-[4-(3-hydroxy-propyl)-phenyl]-propionic acid 2,2,2-trichloro-ethyl ester (0.74 g, 1.98 mmol) and 2-(4-fluoro-phenyl)-ethanethiol (0.34 g, 2.17 mmol) as described for 3-[4-(tert-butyl-dimethyl-silanyloxy-methyl)-phenyl]-2-[2-(4-fluoro-phenyl)-ethylsulfanyl]-propionic acid methyl ester. After repeated purification by flash chromatography with n-heptane/EtOAc 9:1 as the eluent the product was obtained as an oil (94 mg, 9.6%). 1H NMR (300 MHz, CDCl3): ... RXN SMILES: C[O:2][C:3]([C:5]1[CH:9]=[C:8]([C:10]2[CH:15]=[CH:14][CH:13]=[C:12]([N+:16]([O-:18])=[O:17])[C:11]=2[O:19][CH3:20])[O:7][C:6]=1[CH3:21])=[O:4].[OH-].[Na+]>CO>[CH3:20][O:19][C:11]1[C:12]([N+:16]([O-:18])=[O:17])=[CH:13][CH:14]=[CH:15][C:10]=1[C:8]1[O:7][C:6]([CH3:21])=[C:5]([C:3]([OH:4])=[O:2])[CH:9]=1 |f:1.2|. Procedure details: 5-(2-Methoxy-3-nitro-phenyl)-2-methyl-furan-3-carboxylic acid methyl ester 53b (650 mg, 2.23 mmol) was dissolved in methanol, followed by addition of sodium hydroxide (268 mg, 6.7 mmol). Upon completion of the addition, the reaction mixture was stirred at 50° C. for 3 hours. The reaction was monitored by TLC until the disappearance of the starting materials. The mixture was concentrated under reduced pressure and adjusted to pH 3˜4 with 1 N hydrochloric acid to form a copious amount of precipita... The yield is 72.8%. Reactants: COC(=O)C1=C(OC(=C1)C1=C(C(=CC=C1)[N+](=O)[O-])OC)C (5-(2-methoxy-3-nitro-phenyl)-2-methyl-furan-3-carboxylic acid methyl ester), [OH-].[Na+] (sodium hydroxide). Yields the product COC1=C(C=CC=C1[N+](=O)[O-])C1=CC(=C(O1)C)C(=O)O (5-(2-methoxy-3-nitro-phenyl)-2-methyl-furan-3-carboxylic acid). Run in CO (methanol). Conditions: temperature 50 celsius, time 3 hour.